Dataset: the Open Reaction Database (ORD), a public repository of structured organic reaction records. Task: describe an organic reaction: reactants, conditions, products, and yield The reagents and catalysts are C=1C=CC(=CC1)[P](C=2C=CC=CC2)(C=3C=CC=CC3)[Pd]([P](C=4C=CC=CC4)(C=5C=CC=CC5)C=6C=CC=CC6)([P](C=7C=CC=CC7)(C=8C=CC=CC8)C=9C=CC=CC9)[P](C=1C=CC=CC1)(C=1C=CC=CC1)C=1C=CC=CC1 (Pd(PPh3)4). Reported procedure: In a sealed tube, a mixture of 6-bromo-imidazo[1,2-a]pyridine-7-carboxylic acid methyl ester (505 mg, 1.98 mmol), 2,4-dichlorobenzeneboronic acid (416 mg, 2.18 mmol), Pd(PPh3)4 (114 mg, 0.10 mmol) and Na2CO3 (2.0 M solution in water, 3.5 mL) in DME (5 mL) was heated at 150° C. for 17 min in a microwave oven. The reaction mixture was cooled to RT, poured into AcOEt and washed with water. The organic layer was dried over Na2SO4, filtered, and evaporated. The remaining residue was purified by Combi... Product: COC(=O)C1=CC=2N(C=C1C1=C(C=C(C=C1)Cl)Cl)C=CN2 (6-(2,4-Dichloro-phenyl)-imidazo[1,2-a]pyridine-7-carboxylic acid methyl ester). The reactants are COC(=O)C1=CC=2N(C=C1Br)C=CN2 (6-bromo-imidazo[1,2-a]pyridine-7-carboxylic acid methyl ester), ClC1=C(C=CC(=C1)Cl)B(O)O (2,4-dichlorobenzeneboronic acid), C(=O)([O-])[O-].[Na+].[Na+] (Na2CO3), CCOC(=O)C (AcOEt). Reaction SMILES: [CH3:1][O:2][C:3]([C:5]1[C:10](Br)=[CH:9][N:8]2[CH:12]=[CH:13][N:14]=[C:7]2[CH:6]=1)=[O:4].[Cl:15][C:16]1[CH:21]=[C:20]([Cl:22])[CH:19]=[CH:18][C:17]=1B(O)O.C([O-])([O-])=O.[Na+].[Na+].CCOC(C)=O>COCCOC.C1C=CC([P]([Pd]([P](C2C=CC=CC=2)(C2C=CC=CC=2)C2C=CC=CC=2)([P](C2C=CC=CC=2)(C2C=CC=CC=2)C2C=CC=CC=2)[P](C2C=CC=CC=2)(C2C=CC=CC=2)C2C=CC=CC=2)(C2C=CC=CC=2)C2C=CC=CC=2)=CC=1>[CH3:1][O:2][C:3]([C:5]1[C:10]([C:19]2[CH:18]=[CH:17][C:16]([Cl:15])=[CH:21][C:20]=2[Cl:22])=[CH:9][N:8]2[CH:12]=[CH:13][N:14]=[C:7]2[CH:6]=1)=[O:4] |f:2.3.4,^1:47,49,68,87|. Yield: 76.8%. Solvent: COCCOC (DME). Run at temperature 150 celsius. Starting materials: FC(C(=O)N(CC1CCNCC1)[C@H]1[C@@H](C1)C1=CC=CC=C1)(F)F (2,2,2-trifluoro-N-(trans-2-phenylcyclopropyl)-N-(piperidin-4-ylmethyl)acetamide), C([O-])([O-])=O.[K+].[K+] (potassium carbonate), BrCCC(=O)OC(C)(C)C (tert-butyl 3-bromopropanoate). Solvent: C(C)#N (acetonitrile). Run at temperature 80 celsius, time 20 minute. The product is C1(=CC=CC=C1)[C@H]1[C@@H](C1)NCC1CCN(CC1)CCC(=O)O (3-(4-(((trans-2-phenylcyclopropyl)amino)methyl)piperidin-1-yl)propanoic acid). Yield: 38.5%. RXN SMILES: FC(F)(F)C([N:5]([C@@H:13]1[CH2:15][C@H:14]1[C:16]1[CH:21]=[CH:20][CH:19]=[CH:18][CH:17]=1)[CH2:6][CH:7]1[CH2:12][CH2:11][NH:10][CH2:9][CH2:8]1)=O.C(=O)([O-])[O-].[K+].[K+].Br[CH2:31][CH2:32][C:33]([O:35]C(C)(C)C)=[O:34]>C(#N)C>[C:16]1([C@@H:14]2[CH2:15][C@H:13]2[NH:5][CH2:6][CH:7]2[CH2:8][CH2:9][N:10]([CH2:31][CH2:32][C:33]([OH:35])=[O:34])[CH2:11][CH2:12]2)[CH:17]=[CH:18][CH:19]=[CH:20][CH:21]=1 |f:1.2.3|. Procedure: To a solution of 2,2,2-trifluoro-N-(trans-2-phenylcyclopropyl)-N-(piperidin-4-ylmethyl)acetamide (300 mg, 0.919 mmol) in acetonitrile (10 mL) was added potassium carbonate (381 mg, 2.76 mmol) followed by tert-butyl 3-bromopropanoate (211 mg, 1.011 mmol) was heated in a seal tube at 80° C. for 4 hours. The reaction mixture was filtered, and the filtrate evaporated to dryness. The resulting oil was dissolved in 2 ml of EtOH and 2 ml of 1 M NaOH. The reaction mixture was stirred for 20 min. The sol... Reactants: C, O=C1CCN(Cc2ccccc2)CCN1, CCO, CO, Cl, [H][H], [Pd]. Product: Cl, O=C1CCNCCN1. RXN SMILES: [C:24].[CH2:2]([c:3]1[cH:4][cH:5][cH:6][cH:7][cH:8]1)[N:9]1[CH2:10][CH2:11][NH:12][C:13](=[O:16])[CH2:14][CH2:15]1.[CH3:19][CH2:20][OH:21].[CH3:22][OH:23].[ClH:1].[H:17][H:18].[Pd:25]>>[ClH:1].[NH:9]1[CH2:10][CH2:11][NH:12][C:13](=[O:16])[CH2:14][CH2:15]1. Reactants: I.FC(C(=O)[O-])(F)F.NC=1SC=C(N1)C(C(=O)O)(ON=CC(=O)NC1C2SCC(=C(N2C1=O)C(=O)O)C=CC[N+]1=CC2=C(C=C1)SC=C2)C2=CC(=C(C=C2)O)O (5-[3-[7-[[(2-amino-4-thiazolyl)-[1-(3,4-dihydroxy-phenyl)-2-hydroxy-2-oxoethoxy]-imino]-acetamido]-2-carboxy-8-oxo-5-thia-1-azabicyclo-[4,2,0]-oct-2-en-3-yl]-2-propenyl]-thieno-[3,2-c]-pyridinium trifluoroacetate hydroiodide), CC=1N(C2=C(N1)C=CC=N2)C (2,3-dimethyl-4-azabenzimidazole). The product is I.FC(C(=O)[O-])(F)F.NC=1SC=C(N1)C(C(=O)O)(ON=CC(=O)NC1C2SCC(=C(N2C1=O)C(=O)O)C=CCN1C=C2C(C=C1)=[NH+]C(N2C)C)C2=CC(=C(C=C2)O)O (5-[3-[7-[[(2-amino-4-thiazolyl)-[1-(3,4-dihydroxy phenyl)-2-hydroxy-2-oxoethoxy]-imino]-acetamido]-2-carboxy-8-oxo-5-thia-1-azabicyclo-[4,2,0]-oct-2-en-3-yl]-2-propenyl]-2,3-dimethylimidazo-[4,5-c]-pyridinium trifluoroacetate hydroiodide). The yield is 45.0%. RXN SMILES: [IH:1].[F:2][C:3]([F:8])([F:7])[C:4]([O-:6])=[O:5].[NH2:9][C:10]1[S:11][CH:12]=[C:13]([C:15]([C:49]2[CH:54]=[CH:53][C:52]([OH:55])=[C:51]([OH:56])[CH:50]=2)([O:19][N:20]=[CH:21][C:22]([NH:24][CH:25]2[C:32](=[O:33])[N:31]3[CH:26]2[S:27][CH2:28][C:29]([CH:37]=[CH:38][CH2:39][N+:40]2[CH:45]=[CH:44][C:43]4SC=C[C:42]=4[CH:41]=2)=[C:30]3[C:34]([OH:36])=[O:35])=[O:23])[C:16]([OH:18])=[O:17])[N:14]=1.[CH3:57][C:58]1[N:59](C)[C:60]2N=CC=CC=2[N:62]=1>>[IH:1].[F:2][C:3]([F:8])([F:7])[C:4]([O-:6])=[O:5].[NH2:9][C:10]1[S:11][CH:12]=[C:13]([C:15]([C:49]2[CH:54]=[CH:53][C:52]([OH:55])=[C:51]([OH:56])[CH:50]=2)([O:19][N:20]=[CH:21][C:22]([NH:24][CH:25]2[C:32](=[O:33])[N:31]3[CH:26]2[S:27][CH2:28][C:29]([CH:37]=[CH:38][CH2:39][N:40]2[CH:45]=[CH:44][C:43]4=[NH+:62][CH:58]([CH3:57])[N:59]([CH3:60])[C:42]4=[CH:41]2)=[C:30]3[C:34]([OH:36])=[O:35])=[O:23])[C:16]([OH:18])=[O:17])[N:14]=1 |f:0.1.2,4.5.6|. Procedure: Using the procedure of Step A of Example 20, 1.92 g of the product of Step B of Example 11 and 303 mg of 2,3-dimethyl-4-azabenzimidazole were reacted to obtain 877 mg of the expected product.